This data is from the Open Reaction Database (ORD), a public repository of structured organic reaction records. The task is: describe an organic reaction: reactants, conditions, products, and yield Reactants: C1(=CC=CC=C1)O (phenol), C1(=CC=C(C=C1)S(=O)(=O)N1CC=2CN(CC2C1)S(=O)(=O)C1=CC=C(C=C1)C)C (3,7bis-p-toluenesulfonyl-3,7-diazabicyclo[3.3.0]oct-1-(5)-ene), Br (hydrobromic acid). The product is Br.Br.C1=2CNCC2CNC1 (3,7-diazabicyclo[3.3.0]oct-1(5)-ene dihydrobromide), solid. Isolated yield 71.0%. As a reaction SMILES: C1(O)C=CC=CC=1.C1(C)C=CC(S([N:17]2[CH2:24][C:23]3[CH2:22][N:21](S(C4C=CC(C)=CC=4)(=O)=O)[CH2:20][C:19]=3[CH2:18]2)(=O)=O)=CC=1.[BrH:36]>>[BrH:36].[BrH:36].[C:19]12[CH2:20][NH:21][CH2:22][C:23]=1[CH2:24][NH:17][CH2:18]2 |f:3.4.5|. Reported procedure: 60 ml of 48% hydrobromic acid and 7 g of phenol were added to 10.8 g 3,7bis-p-toluenesulfonyl-3,7-diazabicyclo[3.3.0]oct-1-(5)-ene, prepared in Preparation 1. The mixture was refluxed for 4 hours and cooled to room temperature. The aqueous phase was separated by adding 100 ml of chloroform and 50 ml of water. The aqueous phase was washed with chloroform (100 ml×4) and decolorized with active carbon. The aqueous phase was concentrated under vacuum and the remained solid was washed with 1:1 methan... Reactants: Cc1ccc2ccccc2n1, CO, [Fe], [NH4+], [OH-], O, OO, O=S(=O)(O)O. The product is Cc1cc(CO)c2ccccc2n1. Reaction SMILES: [CH3:1][c:2]1[n:3][c:4]2[cH:5][cH:6][cH:7][cH:8][c:9]2[cH:10][cH:11]1.[CH3:21][OH:22].[Fe:24].[NH4+:19].[OH-:20].[OH2:23].[OH:17][OH:18].[S:12](=[O:13])(=[O:14])([OH:15])[OH:16]>>[CH3:1][c:2]1[n:3][c:4]2[cH:5][cH:6][cH:7][cH:8][c:9]2[c:10]([CH2:21][OH:20])[cH:11]1. Starting materials: C1CCOC1, CCOC(C)=O, CCCOc1nc(Cl)cc(Nc2ccc(C(=O)N3CCOCC3)cc2)c1C(N)=O, CC(C)(C)OC(=O)NC1CCCNC1. Yields the product CCCOc1nc(N2CCCC(NC(=O)OC(C)(C)C)C2)cc(Nc2ccc(C(=O)N3CCOCC3)cc2)c1C(N)=O. As a reaction SMILES: [CH2:50]1[O:51][CH2:52][CH2:53][CH2:54]1.[CH3:44][CH2:45][O:46][C:47](=[O:48])[CH3:49].[Cl:1][c:2]1[n:3][c:4]([O:26][CH2:27][CH2:28][CH3:29])[c:5]([C:6](=[O:7])[NH2:8])[c:9]([NH:11][c:12]2[cH:13][cH:14][c:15]([C:18](=[O:19])[N:20]3[CH2:21][CH2:22][O:23][CH2:24][CH2:25]3)[cH:16][cH:17]2)[cH:10]1.[NH:30]1[CH2:31][CH:32]([NH:36][C:37]([O:38][C:39]([CH3:40])([CH3:41])[CH3:42])=[O:43])[CH2:33][CH2:34][CH2:35]1>>[c:2]1([N:30]2[CH2:31][CH:32]([NH:36][C:37]([O:38][C:39]([CH3:40])([CH3:41])[CH3:42])=[O:43])[CH2:33][CH2:34][CH2:35]2)[n:3][c:4]([O:26][CH2:27][CH2:28][CH3:29])[c:5]([C:6](=[O:7])[NH2:8])[c:9]([NH:11][c:12]2[cH:13][cH:14][c:15]([C:18](=[O:19])[N:20]3[CH2:21][CH2:22][O:23][CH2:24][CH2:25]3)[cH:16][cH:17]2)[cH:10]1. Reactants: [N+](=O)([O-])C1=C(C=C(C=C1)C1=CC=C(O1)C(NO)=N)C(F)(F)F (5-(4-nitro-3-trifluoromethylphenyl)-N-hydroxy-2-furancarboximidamide), CO.Cl (MeOH HCl), Cl.OC1=C(C=C(C=C1)C1=CC=C(O1)C(NO)=N)C(F)(F)F (5-(4-hydroxy-3-trifluoromethylphenyl)-N-hydroxy-2-furancarboximidamide hydrochloride), CO (MeOH). The solvent is C(C)OCC (ethyl ether). The product is Cl.[N+](=O)([O-])C1=C(C=C(C=C1)C1=CC=C(O1)C(NO)=N)C(F)(F)F (5-(4-Nitro-3-trifluoromethylphenyl)-N-hydroxy-2-furancarboximidamide Hydrochloride). Reaction SMILES: [N+:1]([C:4]1[CH:9]=[CH:8][C:7]([C:10]2[O:14][C:13]([C:15](=[NH:18])[NH:16][OH:17])=[CH:12][CH:11]=2)=[CH:6][C:5]=1[C:19]([F:22])([F:21])[F:20])([O-:3])=[O:2].[ClH:23].OC1C=CC(C2OC(C(=N)NO)=CC=2)=CC=1C(F)(F)F.CO.CO.Cl>C(OCC)C>[ClH:23].[N+:1]([C:4]1[CH:9]=[CH:8][C:7]([C:10]2[O:14][C:13]([C:15](=[NH:18])[NH:16][OH:17])=[CH:12][CH:11]=2)=[CH:6][C:5]=1[C:19]([F:22])([F:20])[F:21])([O-:3])=[O:2] |f:1.2,4.5,7.8|. Procedure details: 2.3 g (0.008 mole) of D was stirred with 75 ml of abs. EtOH, 0.61 g (0.0088 mole) of hydroxylamine hydrochloride and 0.49 g (0.0088 mole) of crushed potassium hydroxide. The brown suspension was refluxed for 2 hours and then sat at room temperature overnight. The suspension was poured into 500 ml of water and an orange solid instantly precipitated out. The suspension continued to stir several minutes and then was filtered and the solid was air dried for 5 hours. The yield was 2.3 g (91% yield) o... Starting materials: FC=1C=C(C=CC1F)C1=CC=C(C=C1)C1OCCO1 (2-(3',4'-difluoro-4-biphenylyl)dioxolane), C1(=CC=CC=C1)C (toluene). Solvent: C(=O)O (formic acid). The product is FC=1C=C(C=CC1F)C1=CC=C(C=O)C=C1 (p-(3,4-difluorophenyl)benzaldehyde). The yield is 95.7%. Reaction SMILES: [F:1][C:2]1[CH:3]=[C:4]([C:9]2[CH:14]=[CH:13][C:12]([CH:15]3OCC[O:16]3)=[CH:11][CH:10]=2)[CH:5]=[CH:6][C:7]=1[F:8].C1(C)C=CC=CC=1>C(O)=O>[F:1][C:2]1[CH:3]=[C:4]([C:9]2[CH:14]=[CH:13][C:12]([CH:15]=[O:16])=[CH:11][CH:10]=2)[CH:5]=[CH:6][C:7]=1[F:8]. Procedure: A mixture of 5.4 g of 2-(3',4'-difluoro-4-biphenylyl)dioxolane; 100 ml of toluene and 20 ml of formic acid was stirred for 16 hours. The formic acid phase was separated and the toluene phase was washed neutral with two 50 ml portions of saturated sodium hydrogen carbonate solution and three 75 ml portions of water, dried over sodium sulphate and concentrated. There were obtained 4.3 g of p-(3,4-difluorophenyl)benzaldehyde. Product: FC1=CC2=C(C(=NO2)C2CCN(CC2)CCCOC=2C=C(C=CC2OC)C2(CC=CC=C2)C=O)C=C1 (1-[3-[3-[4-(6-fluoro-1,2-benzisoxazol-3-yl)-1-piperidinyl]propoxy]-4-methoxyphenyl]-phenylmethanone). As a reaction SMILES: [F:1][C:2]1[CH:16]=[CH:15][C:5]2[C:6]([CH:9]3[CH2:14][CH2:13][NH:12][CH2:11][CH2:10]3)=[N:7][O:8][C:4]=2[CH:3]=1.[C:17]([O-:20])([O-])=O.[K+].[K+].Cl[CH2:24][CH2:25][CH2:26][O:27][C:28]1[CH:29]=[C:30]([C:36]([C:38]2[CH:43]=[CH:42][CH:41]=[CH:40]C=2)=O)[CH:31]=[CH:32][C:33]=1[O:34][CH3:35]>C(#N)C>[F:1][C:2]1[CH:16]=[CH:15][C:5]2[C:6]([CH:9]3[CH2:10][CH2:11][N:12]([CH2:24][CH2:25][CH2:26][O:27][C:28]4[CH:29]=[C:30]([C:36]5([CH:17]=[O:20])[CH:38]=[CH:43][CH:42]=[CH:41][CH2:40]5)[CH:31]=[CH:32][C:33]=4[O:34][CH3:35])[CH2:13][CH2:14]3)=[N:7][O:8][C:4]=2[CH:3]=1 |f:1.2.3|. Starting materials: FC1=CC2=C(C(=NO2)C2CCNCC2)C=C1 (6-fluoro-3-(4-piperidinyl)-1,2 benzisoxazole), C(=O)([O-])[O-].[K+].[K+] (K2CO3), ClCCCOC=1C=C(C=CC1OC)C(=O)C1=CC=CC=C1 ([3-(3-chloropropoxy)-4-methoxy-phenyl]phenyl-methanone). Solvent: C(C)#N (acetonitrile). Reported procedure: A stirred mixture of 6-fluoro-3-(4-piperidinyl)-1,2 benzisoxazole (2.01 g; 9.13 mmol), K2CO3 (2.0 g), and ]-[3-(3-chloropropoxy)-4-methoxy-phenyl]phenyl-methanone (3.93 g; 11.3 mmol) and acetonitrile (50 ml) was heated at reflux for 4 hours. At the end of the reaction, the solvent was evaporated and the residue was partitioned between water (150 ml) and dichloromethane (400 ml). The dichioromethane solution was washed with water and brine (100 ml), dried over MgSO4, then concentrated to an oil. ... Yields the product O.C(\C=C\C(=O)O)(=O)O.C(C)OC(C1=CC=C(C=C1)OCCCN1CCC(CC1)C(C1=CC=C(C=C1)OC)C1=CC=C(C=C1)OC)=O (4-[3-[4-[Bis(4-methoxyphenyl)methyl]-1-piperidinyl]propoxy]benzoic acid ethyl ester fumarate hydrate). Procedure details: Following the procedure of Example 22, but substituting dimethylformamide at 73° C. for butanol, 4-[bis(4-methoxyphenyl)methyl]piperidine and 4-(3-chloropropoxy)benzoic acid ethyl ester were reacted to give the free base of the title compound which was reacted with fumaric acid, to give the white fumarate salt (recrystallizing from methanoldiethyl ether) in 27% yield, m.p. 147.5°-148.5° C. Solvent: C(CCC)O (butanol). RXN SMILES: CN(C)[CH:3]=[O:4].[CH3:6][O:7][C:8]1[CH:13]=[CH:12][C:11]([CH:14]([C:21]2[CH:26]=[CH:25][C:24]([O:27][CH3:28])=[CH:23][CH:22]=2)[CH:15]2[CH2:20][CH2:19][NH:18][CH2:17][CH2:16]2)=[CH:10][CH:9]=1.[CH2:29]([O:31][C:32](=[O:44])[C:33]1[CH:38]=[CH:37][C:36]([O:39][CH2:40][CH2:41][CH2:42]Cl)=[CH:35][CH:34]=1)[CH3:30]>C(O)CCC>[OH2:4].[C:3]([OH:4])(=[O:7])/[CH:34]=[CH:33]/[C:32]([OH:44])=[O:31].[CH2:29]([O:31][C:32](=[O:44])[C:33]1[CH:38]=[CH:37][C:36]([O:39][CH2:40][CH2:41][CH2:42][N:18]2[CH2:19][CH2:20][CH:15]([CH:14]([C:21]3[CH:22]=[CH:23][C:24]([O:27][CH3:28])=[CH:25][CH:26]=3)[C:11]3[CH:10]=[CH:9][C:8]([O:7][CH3:6])=[CH:13][CH:12]=3)[CH2:16][CH2:17]2)=[CH:35][CH:34]=1)[CH3:30] |f:4.5.6|. Reactants: CN(C=O)C (dimethylformamide), COC1=CC=C(C=C1)C(C1CCNCC1)C1=CC=C(C=C1)OC (4-[bis(4-methoxyphenyl)methyl]piperidine), C(C)OC(C1=CC=C(C=C1)OCCCCl)=O (4-(3-chloropropoxy)benzoic acid ethyl ester). Starting materials: CC(=O)Cl, Nc1ccc2sc3ccccc3c2c1. Yields the product CC(=O)Nc1ccc2sc3ccccc3c2c1. As a reaction SMILES: [CH3:15][C:16]([Cl:17])=[O:18].[NH2:1][c:2]1[cH:3][c:4]2[c:5]([s:6][c:7]3[c:8]2[cH:9][cH:10][cH:11][cH:12]3)[cH:13][cH:14]1>>[NH:1]([c:2]1[cH:3][c:4]2[c:5]([s:6][c:7]3[c:8]2[cH:9][cH:10][cH:11][cH:12]3)[cH:13][cH:14]1)[C:16]([CH3:15])=[O:18]. Product: CCOC(=O)c1cccc2nc(SCC)n(Cc3ccc(-c4ccccc4-c4nnn[nH]4)cc3)c12. As a reaction SMILES: [CH2:34]([CH3:35])[I:36].[CH3:38][CH2:39][OH:40].[ClH:37].[SH:1][c:2]1[n:3][c:4]2[c:5]([n:6]1[CH2:7][c:8]1[cH:9][cH:10][c:11](-[c:14]3[c:15](-[c:20]4[n:21][n:22][n:23][nH:24]4)[cH:16][cH:17][cH:18][cH:19]3)[cH:12][cH:13]1)[c:25]([C:29](=[O:30])[O:31][CH2:32][CH3:33])[cH:26][cH:27][cH:28]2>>[S:1]([c:2]1[n:3][c:4]2[c:5]([n:6]1[CH2:7][c:8]1[cH:9][cH:10][c:11](-[c:14]3[c:15](-[c:20]4[n:21][n:22][n:23][nH:24]4)[cH:16][cH:17][cH:18][cH:19]3)[cH:12][cH:13]1)[c:25]([C:29](=[O:30])[O:31][CH2:32][CH3:33])[cH:26][cH:27][cH:28]2)[CH2:34][CH3:35]. Starting materials: CCI, CCO, Cl, CCOC(=O)c1cccc2nc(S)n(Cc3ccc(-c4ccccc4-c4nnn[nH]4)cc3)c12.